This data is from the Open Reaction Database (ORD), a public repository of structured organic reaction records. The task is: describe an organic reaction: reactants, conditions, products, and yield The reactants are Aldehyde, VI, [Cl-].[NH4+] (ammonium chloride), C(=O)=O.CC(=O)C (CO2 acetone), BrC1=C(C=CC=C1)C (2-bromotoluene), [Li]CCCC (n-BuLi). Procedure: n-BuLi (2.8 ml, 2.6 M in hexanes, 4.4 mmol) was added to 30 ml THF and cooled to -78° degrees C. (CO2 /acetone). To this solution, 2-bromotoluene (0.573 ml, 4.8 mmol) was added and allowed to stir 30 minutes. Aldehyde Compound VI, (1.9 g, 3.2 mmol) dissolved in 15 ml of THF and cooled to -78° degrees C. was next added, and the resulting mixture stirred for two hours. The reaction mixture was poured into a saturated ammonium chloride solution and extracted 2×25 ml with methylene chloride. The com... Run at time 30 minute. Yields the product NC1=CC=C(C=C1)CC(O)C1=C(C=CC=C1)C (2-[2-(4-Aminophenyl)-1-hydroxyethyl]-1-methyl benzene). The solvent is C1CCOC1 (THF), C1CCOC1 (THF). RXN SMILES: [Li][CH2:2][CH2:3][CH2:4][CH3:5].[C:6](=[O:8])=O.[CH3:9][C:10]([CH3:12])=O.Br[C:14]1[CH:19]=[CH:18][CH:17]=[CH:16][C:15]=1[CH3:20].[Cl-].[NH4+:22]>C1COCC1>[NH2:22][C:18]1[CH:17]=[CH:16][C:15]([CH2:20][CH:6]([C:9]2[CH:5]=[CH:4][CH:3]=[CH:2][C:10]=2[CH3:12])[OH:8])=[CH:14][CH:19]=1 |f:1.2,4.5|.